From a dataset of the Open Reaction Database (ORD), a public repository of structured organic reaction records. describe an organic reaction: reactants, conditions, products, and yield As a reaction SMILES: [CH2:1]([N:8]1[C:17]2[CH2:16][CH2:15][CH:14]([O:18]C(=O)C3C=CC=CC=3)[CH2:13][C:12]=2[CH2:11][CH2:10][C:9]1=O)[C:2]1[CH:7]=[CH:6][CH:5]=[CH:4][CH:3]=1.[CH2:28]([N:35]1[C:44]2[CH:39]([CH2:40][CH:41]([O:45]C(=O)C3C=CC=CC=3)[CH2:42][CH:43]=2)[CH2:38][CH2:37][C:36]1=O)[C:29]1[CH:34]=[CH:33][CH:32]=[CH:31][CH:30]=1.[H-].[Al+3].[Li+].[H-].[H-].[H-]>>[CH2:1]([N:8]1[C:17]2[CH2:16][CH2:15][CH:14]([OH:18])[CH2:13][C:12]=2[CH2:11][CH2:10][CH2:9]1)[C:2]1[CH:3]=[CH:4][CH:5]=[CH:6][CH:7]=1.[CH2:28]([N:35]1[C:44]2[CH:39]([CH2:40][CH:41]([OH:45])[CH2:42][CH:43]=2)[CH2:38][CH2:37][CH2:36]1)[C:29]1[CH:30]=[CH:31][CH:32]=[CH:33][CH:34]=1 |f:2.3.4.5.6.7|. Product: C(C1=CC=CC=C1)N1CCCC=2CC(CCC12)O (1-benzyl-6-hydroxy-1,2,3,4,5,6,7,8-octahydroquinoline), C(C1=CC=CC=C1)N1CCCC2CC(CC=C12)O (1-benzyl-6-hydroxy-1,2,3,4,4a,5,6,7-octahydroquinoline). Procedure details: Following the above sequence of reactions, a mixture of 1-n-propyl-6-benzoyloxy-3,4,5,6,7,8-hexahydro-2(1H)-quinolinone and the corresponding 3,4,4a,5,6,7-hexahydro isomer were first reduced with lithium aluminum hydride to yield a mixture of Δ4a and Δ8 1-n-propyl-6-hydroxyoctahydroquinolines which was converted by treatment with ethereal hydrogen chloride to the enamine hydrochloride. Reduction of this intermediate enamine hydrochloride with sodium cyanoborohydride yielded trans-dl-1-n-propyl-6... Starting materials: [H-].[Al+3].[Li+].[H-].[H-].[H-] (lithium aluminum hydride), C(C1=CC=CC=C1)N1C(CCC=2CC(CCC12)OC(C1=CC=CC=C1)=O)=O (1-benzyl-6-benzoyloxy-3,4,5,6,7,8-hexahydro-2-(1H)-quinolinone), C(C1=CC=CC=C1)N1C(CCC2CC(CC=C12)OC(C1=CC=CC=C1)=O)=O (1-benzyl-6-benzoyloxy-3,4,4a,5,6,7-hexahydro-2(1H)-quinolinone). The reactants are [F-].C(CCC)[N+](CCCC)(CCCC)CCCC (tetra-n-butylammonium fluoride), [Si](C)(C)(C(C)(C)C)O[C@H]1C[C@@H](CC2=CC=C3[C@@H]4CC=C([C@@H](C)O)[C@]4(CC[C@@H]3[C@@]12C)C)O[Si](C)(C)C(C)(C)C (1α,3β-bis(tert-butyldimethylsilyloxy)-20(R)-hydroxypregna-5,7,16-triene), CC(C)([O-])C.[K+] (potassium t-butoxide), C1COC2=CC=CC=C2OCCOCCOC3=CC=CC=C3OCCO1 (dibenzo-18-crown-6), O1C[C@@H]1C(C)C ((S)-(+)-1,2-epoxy-3-methylbutane), [Si](C)(C)(C(C)(C)C)O[C@H]1C[C@@H](CC2=CC=C3[C@@H]4CC=C([C@@H](C)OC[C@H](C(C)C)O)[C@]4(CC[C@@H]3[C@@]12C)C)O[Si](C)(C)C(C)(C)C (1α,3β-bis(tert-butyldimethylsilyloxy)-20(R)-{2(S)-hydroxy-3-methylbutyloxy}pregna-5,7,16-triene). Solvent: O1CCCC1 (tetrahydrofuran), O1CCCC1 (tetrahydrofuran), C1(=CC=CC=C1)C (toluene). Product: O[C@H]1C[C@@H](CC2=CC=C3[C@@H]4CC=C([C@@H](C)OC[C@H](C(C)C)O)[C@]4(CC[C@@H]3[C@@]12C)C)O (1α,3β-dihydroxy-20(R)-{2(S)-hydroxy-3-methylbutyloxy}pregna-5,7,16-triene). Yield: 18.7%. RXN SMILES: [Si]([O:8][C@@H:9]1[C@@:28]2([CH3:29])[C:13](=[CH:14][CH:15]=[C:16]3[C@@H:27]2[CH2:26][CH2:25][C@@:24]2([CH3:30])[C@H:17]3[CH2:18][CH:19]=[C:20]2[C@H:21]([OH:23])[CH3:22])[CH2:12][C@@H:11]([O:31][Si](C(C)(C)C)(C)C)[CH2:10]1)(C(C)(C)C)(C)C.CC(C)([O-])C.[K+].C1OCCOC2C(=CC=CC=2)OCCOCCOC2C(=CC=CC=2)OC1.[O:71]1[C@@H:73]([CH:74]([CH3:76])[CH3:75])[CH2:72]1.[Si](O[C@@H]1[C@@]2(C)C(=CC=C3[C@@H]2CC[C@@]2(C)[C@H]3CC=C2[C@H](OC[C@@H](O)C(C)C)C)C[C@@H](O[Si](C(C)(C)C)(C)C)C1)(C(C)(C)C)(C)C.[F-].C([N+](CCCC)(CCCC)CCCC)CCC>O1CCCC1.C1(C)C=CC=CC=1>[OH:8][C@@H:9]1[C@@:28]2([CH3:29])[C:13](=[CH:14][CH:15]=[C:16]3[C@@H:27]2[CH2:26][CH2:25][C@@:24]2([CH3:30])[C@H:17]3[CH2:18][CH:19]=[C:20]2[C@H:21]([O:23][CH2:72][C@@H:73]([OH:71])[CH:74]([CH3:76])[CH3:75])[CH3:22])[CH2:12][C@@H:11]([OH:31])[CH2:10]1 |f:1.2,6.7|. Procedure: Using 1α,3β-bis(tert-butyldimethylsilyloxy)-20(R)-hydroxypregna-5,7,16-triene (79.0 mg, 0.141 mmol), potassium t-butoxide (190 mg, 1.69 mmol), dibenzo-18-crown-6 (25.0 mg, 0.0694 mmol), toluene (4.5 ml) and (S)-(+)-1,2-epoxy-3-methylbutane (0.15 ml, 1.43 mmol), alkylation reaction (108° C., 1 hour) and work up were performed by the same procedure as in Example 119, and then the residue was separated by preparative thin layer chromatography (0.5 mm×3, hexane:dichloromethane:ethyl acetate=45:5:2, ... Reactants: C(C1=CC=CC=C1)(=O)OCCBr (2-bromoethyl benzoate), C(C1=CC=CC=C1)(=O)OCCN(C)C (2-(N,N-dimethylamino)ethyl benzoate). Run in C(C)#N (acetonitrile). Yields the product [Br-].C(C1=CC=CC=C1)(=O)OCC[N+](C)(C)CCOC(C1=CC=CC=C1)=O (N,N-Bis(2-(Benzoyloxy)ethyl)-N,N-dimethylammonium bromide). Yield: 74.2%. RXN SMILES: [C:1]([O:9][CH2:10][CH2:11][Br:12])(=[O:8])[C:2]1[CH:7]=[CH:6][CH:5]=[CH:4][CH:3]=1.[C:13]([O:21][CH2:22][CH2:23][N:24]([CH3:26])[CH3:25])(=[O:20])[C:14]1[CH:19]=[CH:18][CH:17]=[CH:16][CH:15]=1>C(#N)C>[Br-:12].[C:1]([O:9][CH2:10][CH2:11][N+:24]([CH2:23][CH2:22][O:21][C:13](=[O:20])[C:14]1[CH:19]=[CH:18][CH:17]=[CH:16][CH:15]=1)([CH3:25])[CH3:26])(=[O:8])[C:2]1[CH:7]=[CH:6][CH:5]=[CH:4][CH:3]=1 |f:3.4|. Reported procedure: Equimolar amounts of 2-bromoethyl benzoate (45.8 g) and 2-(N,N-dimethylamino)ethyl benzoate (38.5 g) were dissolved in 170 ml of acetonitrile and heated at reflux for 16 hours. The reaction mixture was then cooled and the resultant solid was collected, washed with ether, and dried to yield 62.4 g of the title compound, mp=169°-70° C. Product: FC1=C(C(=CC=C1)F)CC1=NN(C(=C1)O)C1=NC=CC(=C1)C#N (2-[3-[(2,6-difluorophenyl)methyl]-5-hydroxypyrazol-1-yl]pyridine-4-carbonitrile). The reactants are N(N)C1=NC=CC(=C1)C#N (2-hydrazinylpyridine-4-carbonitrile), FC1=C(C(=CC=C1)F)CC(CC(=O)OC)=O (methyl 4-(2,6-difluorophenyl)-3-oxobutanoate). Procedure: The title compound was prepared from 2-hydrazinylpyridine-4-carbonitrile (PREPARATION 2) and methyl 4-(2,6-difluorophenyl)-3-oxobutanoate according to the procedure for the preparation of Example 158, part A. Reaction SMILES: [NH:1]([C:3]1[CH:8]=[C:7]([C:9]#[N:10])[CH:6]=[CH:5][N:4]=1)[NH2:2].[F:11][C:12]1[CH:17]=[CH:16][CH:15]=[C:14]([F:18])[C:13]=1[CH2:19][C:20](=O)[CH2:21][C:22](OC)=[O:23]>>[F:11][C:12]1[CH:17]=[CH:16][CH:15]=[C:14]([F:18])[C:13]=1[CH2:19][C:20]1[CH:21]=[C:22]([OH:23])[N:1]([C:3]2[CH:8]=[C:7]([C:9]#[N:10])[CH:6]=[CH:5][N:4]=2)[N:2]=1. Starting materials: ClC=1N=[N+](C2=C(N1)C=C1CCCC1=C2)[O-] (3-Chloro-7,8-dihydro-6H-indeno[5,6-e][1,2,4]triazine 1-Oxide), COCCNCCNC (N′-(2-methoxyethyl)-N1-methyl-1,2-ethanediamine), COCCOC (DME). Run at temperature 20 celsius. Product: [O-][N+]1=NC(=NC2=C1C=C1CCCC1=C2)NCCN(C)CCOC (N1-(1-Oxido-7,8-dihydro-6H-indeno[5,6-e][1,2,4]triazin-3-yl)-N2-(2-methoxyethyl)-N2-methyl-1,2-ethanediamine). Yield: 66.0%. RXN SMILES: Cl[C:2]1[N:3]=[N+:4]([O-:15])[C:5]2[CH:14]=[C:13]3[C:9]([CH2:10][CH2:11][CH2:12]3)=[CH:8][C:6]=2[N:7]=1.[CH3:16][O:17][CH2:18][CH2:19][NH:20][CH2:21][CH2:22][NH:23]C.[CH3:25]OCCOC>>[O-:15][N+:4]1[C:5]2[CH:14]=[C:13]3[C:9](=[CH:8][C:6]=2[N:7]=[C:2]([NH:23][CH2:22][CH2:21][N:20]([CH2:19][CH2:18][O:17][CH3:16])[CH3:25])[N:3]=1)[CH2:10][CH2:11][CH2:12]3. Procedure details: A solution of the chloride 21 (2.0 g, 9.03 mmol) and N′-(2-methoxyethyl)-N1-methyl-1,2-ethanediamine (268) (2.38 g, 18.1 mmol) in DME (140 mL) was heated at reflux temperature for 22 h. The solution was cooled to 20° C., the solvent evaporated and the residue purified by column chromatography, eluting with a gradient (2-16%) of MeOH/DCM, to give 1-oxide 30 (1.89 g, 66%) as a yellow solid: mp 107-110° C.; 1H NMR δ 8.07 (s, 1H, H-9), 7.40 (s, 1H, H-5), 5.89 (br s, 1H, NH), 3.48-3.56 (m, 4H, CH2O, ... Starting materials: CC(C)C(Br)=C(c1ccccc1)c1ccccc1, C1CCOC1, ClP(C1CCCCC1)C1CCCCC1, [Li]CCCC, O. Yields the product CC(C)C(=C(c1ccccc1)c1ccccc1)P(C1CCCCC1)C1CCCCC1. RXN SMILES: [Br:1][C:2](=[C:3]([c:4]1[cH:5][cH:6][cH:7][cH:8][cH:9]1)[c:10]1[cH:11][cH:12][cH:13][cH:14][cH:15]1)[CH:16]([CH3:17])[CH3:18].[CH2:19]1[O:20][CH2:21][CH2:22][CH2:23]1.[Cl:29][P:30]([CH:31]1[CH2:32][CH2:33][CH2:34][CH2:35][CH2:36]1)[CH:37]1[CH2:38][CH2:39][CH2:40][CH2:41][CH2:42]1.[Li:24][CH2:25][CH2:26][CH2:27][CH3:28].[OH2:43]>>[C:2](=[C:3]([c:4]1[cH:5][cH:6][cH:7][cH:8][cH:9]1)[c:10]1[cH:11][cH:12][cH:13][cH:14][cH:15]1)([CH:16]([CH3:17])[CH3:18])[P:30]([CH:31]1[CH2:32][CH2:33][CH2:34][CH2:35][CH2:36]1)[CH:37]1[CH2:38][CH2:39][CH2:40][CH2:41][CH2:42]1.